From a dataset of the Open Reaction Database (ORD), a public repository of structured organic reaction records. describe an organic reaction: reactants, conditions, products, and yield The reactants are BrC1=CC=CC2=C1C(N1[C@H](C=3N2C=NC3C3=NOC(=N3)CCl)CC1)=O ((S)-8-bromo-1-(5-chloromethyl-1,2,4-oxadiazol-3-yl)-12,12a-dihydro-9H,11H-azeto[2,1-c]imidazo[1,5-a][1,4]benzodiazepin-9-one), C(C)NCC (diethylamine). The solvent is CN(C=O)C (N,N-dimethylformamide). The product is BrC1=CC=CC2=C1C(N1[C@H](C=3N2C=NC3C3=NOC(=N3)CN(CC)CC)CC1)=O ((S)-8-bromo-1-(5-diethylaminomethyl-1,2,4-oxadiazol-3-yl)-12,12a-dihydro-9H,11H-azeto[2,1-c]imidazo[1,5-a][1,4]benzodiazepin-9-one). Isolated yield 83.1%. Reaction SMILES: [Br:1][C:2]1[C:7]2[C:8](=[O:25])[N:9]3[CH2:24][CH2:23][C@H:10]3[C:11]3[N:12]([CH:13]=[N:14][C:15]=3[C:16]3[N:20]=[C:19]([CH2:21]Cl)[O:18][N:17]=3)[C:6]=2[CH:5]=[CH:4][CH:3]=1.[CH2:26]([NH:28][CH2:29][CH3:30])[CH3:27]>CN(C)C=O>[Br:1][C:2]1[C:7]2[C:8](=[O:25])[N:9]3[CH2:24][CH2:23][C@H:10]3[C:11]3[N:12]([CH:13]=[N:14][C:15]=3[C:16]3[N:20]=[C:19]([CH2:21][N:28]([CH2:29][CH3:30])[CH2:26][CH3:27])[O:18][N:17]=3)[C:6]=2[CH:5]=[CH:4][CH:3]=1. Procedure details: 1.26 g (3 mmol) of (S)-8-bromo-1-(5-chloromethyl-1,2,4-oxadiazol-3-yl)-12,12a-dihydro-9H,11H-azeto[2,1-c]imidazo[1,5-a][1,4]benzodiazepin-9-one were stirred at room temperature for 5 hours with 0.44 g (6 mmol) of diethylamine and 10 ml of N,N-dimethylformamide. By evaporation of the reaction mixture and chromatography of the residue on silica gel while eluting with methylene chloride/methanol 19/1 there were obtained 1.14 g (82%) of (S)-8-bromo-1-(5-diethylaminomethyl-1,2,4-oxadiazol-3-yl)-12,12... The reactants are CN(C[C@@H](NC(=O)OC(C)(C)C)C(=O)N[C@@H](CC1=CC=CC=C1)C(=O)NCCC(C)C)C ([3-dimethylamino-N2 -(t-butoxycarbonyl)-D-alanyl]-N-(3-methylbutyl)-L-phenylalaninamide), Cl (hydrogen chloride), Cl (Hydrogen chloride). Run in C(C)(=O)O (acetic acid), C(C)O (ethanol). Product: Cl.Cl.CN(C[C@@H](N)C(=O)N[C@@H](CC1=CC=CC=C1)C(=O)NCCC(C)C)C ((3-dimethylamino-D-alanyl)-N-(3-methylbutyl)-L-phenylalaninamide dihydrochloride). Reaction SMILES: [CH3:1][N:2]([CH3:32])[CH2:3][C@H:4]([C:13]([NH:15][C@H:16]([C:24]([NH:26][CH2:27][CH2:28][CH:29]([CH3:31])[CH3:30])=[O:25])[CH2:17][C:18]1[CH:23]=[CH:22][CH:21]=[CH:20][CH:19]=1)=[O:14])[NH:5]C(OC(C)(C)C)=O.[ClH:33]>C(O)(=O)C.C(O)C>[ClH:33].[ClH:33].[CH3:32][N:2]([CH3:1])[CH2:3][C@H:4]([C:13]([NH:15][C@H:16]([C:24]([NH:26][CH2:27][CH2:28][CH:29]([CH3:30])[CH3:31])=[O:25])[CH2:17][C:18]1[CH:19]=[CH:20][CH:21]=[CH:22][CH:23]=1)=[O:14])[NH2:5] |f:4.5.6|. Reported procedure: A solution of [3-dimethylamino-N2 -(t-butoxycarbonyl)-D-alanyl]-N-(3-methylbutyl)-L-phenylalaninamide (1.84 g.) in acetic acid saturated with hydrogen chloride (50 ml.) was stirred for one and one half hours at room temperature, then stripped of volatiles under vacuum. A solution of the residue (1.87 g.) in ethyl acetate was washed with saturated aqueous sodium bicarbonate, then saturated aqueous sodium chloride, and filtered. Hydrogen chloride (8.2 millimoles) in ethanol was added and the solut...